This data is from the Open Reaction Database (ORD), a public repository of structured organic reaction records. The task is: describe an organic reaction: reactants, conditions, products, and yield The reactants are CN(C\C(=C\C1=CC=C(C=C1)CC=1C=NC=CC1)\C)CCO (2-[N-methyl-N-[(E)-3-[4-(pyridin-3-ylmethyl)phenyl]-2-methylallyl]amino]ethanol), C=C1CC(=O)O1 (diketene). Run in C(C)(=O)OCC (ethyl acetate), C(C)(=O)OCC (ethyl acetate). Yields the product C(CC(=O)C)(=O)OCCN(C\C(=C\C1=CC=C(C=C1)CC=1C=NC=CC1)\C)C (2-[N-methyl-N-[(E)-3-[4-(pyridine-3-ylmethyl)phenyl]-2-methylallyl]amino]ethyl acetoacetate). Yield: 65.8%. As a reaction SMILES: [CH3:1][N:2]([CH2:20][CH2:21][OH:22])[CH2:3]/[C:4](/[CH3:19])=[CH:5]/[C:6]1[CH:11]=[CH:10][C:9]([CH2:12][C:13]2[CH:14]=[N:15][CH:16]=[CH:17][CH:18]=2)=[CH:8][CH:7]=1.[CH2:23]=[C:24]1[O:28][C:26](=[O:27])[CH2:25]1>C(OCC)(=O)C>[C:26]([O:22][CH2:21][CH2:20][N:2]([CH3:1])[CH2:3]/[C:4](/[CH3:19])=[CH:5]/[C:6]1[CH:11]=[CH:10][C:9]([CH2:12][C:13]2[CH:14]=[N:15][CH:16]=[CH:17][CH:18]=2)=[CH:8][CH:7]=1)(=[O:27])[CH2:25][C:24]([CH3:23])=[O:28]. Procedure: In 5 ml of ethyl acetate was dissolved 1.26 g of 2-[N-methyl-N-[(E)-3-[4-(pyridin-3-ylmethyl)phenyl]-2-methylallyl]amino]ethanol, and to the resulting solution was dropwise added a mixture of 0.36 ml of diketene and 1 ml of ethyl acetate under reflux over one hour, after which the resulting mixture was subjected to reaction at the same temperature for 30 minutes. Subsequently, the solvent was removed by distillation under reduced pressure, and the residue thus obtained was purified by a column c... Yields the product FC=1C=C(OC=2C=C(C#N)C=C(C2)OC(COC)C)C=C(C1)F (3-(3,5-difluorophenoxy)-5-(2-methoxy-1-methylethoxy)benzonitrile). Reaction conditions: temperature 120 celsius. Isolated yield 62.5%. Reactants: cuprous monochloride, CC(C)(C(CC(C(C)(C)C)=O)=O)C (2,2,6,6-tetramethyl-3,5-heptanedione), BrC=1C=C(C#N)C=C(C1)OC(COC)C (3-bromo-5-(2-methoxy-1-methylethoxy)benzonitrile), FC=1C=C(C=C(C1)F)O (3,5-Difluorophenol), CN1CCCC1=O (NMP), C([O-])([O-])=O.[Cs+].[Cs+] (cesium carbonate). Reaction SMILES: [F:1][C:2]1[CH:3]=[C:4]([OH:9])[CH:5]=[C:6]([F:8])[CH:7]=1.CN1C(=O)CCC1.C(=O)([O-])[O-].[Cs+].[Cs+].CC(C)(C(=O)CC(=O)C(C)(C)C)C.Br[C:37]1[CH:38]=[C:39]([CH:42]=[C:43]([O:45][CH:46]([CH3:50])[CH2:47][O:48][CH3:49])[CH:44]=1)[C:40]#[N:41]>>[F:1][C:2]1[CH:3]=[C:4]([CH:5]=[C:6]([F:8])[CH:7]=1)[O:9][C:37]1[CH:38]=[C:39]([CH:42]=[C:43]([O:45][CH:46]([CH3:50])[CH2:47][O:48][CH3:49])[CH:44]=1)[C:40]#[N:41] |f:2.3.4|. Procedure details: 3,5-Difluorophenol (2.00 equiv; 51.8 mmol; 6.74 g) was charged to a 100 ml round-bottomed flask (3 necks, 2 stoppers, air condenser with argon inlet, magnetically stirred, oven dried) followed by NMP (471 mmol; 45.3 ml; 46.7 g) and cesium carbonate (51.8 mmol; 16.9 g). The mixture was sparged with argon for 10 minutes then cuprous monochloride (6.48 mmol; 641 mg), 2,2,6,6-tetramethyl-3,5-heptanedione, (1.30 mmol; 271 μl; 239 mg) and 3-bromo-5-(2-methoxy-1-methylethoxy)benzonitrile (1.00 equiv; 2... Starting materials: CCOC(=O)C(N)CNC(=O)CN1CCCC(CCc2ccncc2)C1=O, C1CCOC1, [Li+], [OH-]. Product: NC(CNC(=O)CN1CCCC(CCc2ccncc2)C1=O)C(=O)O. As a reaction SMILES: [CH2:1]([CH3:2])[O:3][C:4]([CH:5]([CH2:6][NH:7][C:8]([CH2:9][N:10]1[C:11](=[O:24])[CH:12]([CH2:16][CH2:17][c:18]2[cH:19][cH:20][n:21][cH:22][cH:23]2)[CH2:13][CH2:14][CH2:15]1)=[O:25])[NH2:26])=[O:27].[CH2:30]1[O:31][CH2:32][CH2:33][CH2:34]1.[Li+:29].[OH-:28]>>[O:3]=[C:4]([CH:5]([CH2:6][NH:7][C:8]([CH2:9][N:10]1[C:11](=[O:24])[CH:12]([CH2:16][CH2:17][c:18]2[cH:19][cH:20][n:21][cH:22][cH:23]2)[CH2:13][CH2:14][CH2:15]1)=[O:25])[NH2:26])[OH:27]. Starting materials: CO, Ic1ccc(I)nn1, O. Product: COc1ccc(I)nn1. RXN SMILES: [CH3:10][OH:11].[I:1][c:2]1[n:3][n:4][c:5]([I:8])[cH:6][cH:7]1.[OH2:9]>>[I:1][c:2]1[n:3][n:4][c:5]([O:9][CH3:10])[cH:6][cH:7]1. Reactants: NN1C(C2=CC=CC=C2C(=N1)C1=CC(=CC=C1)Cl)=O (2-amino-4-(3-chlorophenyl)phthalazin-1(2H)-one), C12(CC3CC(CC(C1)C3)C2)CC(=O)O (2-(adamantan-1-yl)acetic acid). Yields the product C12(CC3CC(CC(C1)C3)C2)CC(=O)NN2C(C3=CC=CC=C3C(=N2)C2=CC(=CC=C2)Cl)=O (2-(adamantan-1-yl)-N-[4-(3-chlorophenyl)-1-oxophthalazin-2(1H)-yl]acetamide). RXN SMILES: [NH2:1][N:2]1[N:11]=[C:10]([C:12]2[CH:17]=[CH:16][CH:15]=[C:14]([Cl:18])[CH:13]=2)[C:9]2[C:4](=[CH:5][CH:6]=[CH:7][CH:8]=2)[C:3]1=[O:19].[C:20]12([CH2:30][C:31](O)=[O:32])[CH2:29][CH:24]3[CH2:25][CH:26]([CH2:28][CH:22]([CH2:23]3)[CH2:21]1)[CH2:27]2>>[C:20]12([CH2:30][C:31]([NH:1][N:2]3[N:11]=[C:10]([C:12]4[CH:17]=[CH:16][CH:15]=[C:14]([Cl:18])[CH:13]=4)[C:9]4[C:4](=[CH:5][CH:6]=[CH:7][CH:8]=4)[C:3]3=[O:19])=[O:32])[CH2:27][CH:26]3[CH2:25][CH:24]([CH2:23][CH:22]([CH2:28]3)[CH2:21]1)[CH2:29]2. Reported procedure: The product of Example 125A and 2-(adamantan-1-yl)acetic acid were processed using a method similar to that described in Example 17C to afford the title compound. 1H NMR (400 MHz, DMSO) δ 11.29 (s, 1H), 8.46-8.39 (m, 1H), 8.02-7.92 (m, 2H), 7.76-7.69 (m, 1H), 7.68-7.54 (m, 4H), 2.06 (s, 2H), 1.95 (s, 3H), 1.74-1.51 (m, 12H); MS (APCI) m/z 448 (M+H)+. Starting materials: [OH-].[Na+] (sodium hydroxide), ClCCl (dichloromethane), C(C)OC(=O)[C@H]1CN(CCC1)CCOCC=C(C1=CC=C(C=C1)Cl)C1=CC=C(C=C1)Cl ((R)-N-(2-(3,3-Bis(4-Chlorophenyl)-2-propen-1-yloxy)ethyl)-3-piperidinecarboxylic acid ethyl ester), Cl (hydrochloric acid). The solvent is C(C)O (ethanol), CC(=O)C (acetone). Conditions: time 5 hour. Product: Cl.ClC1=CC=C(C=C1)C(=CCOCCN1C[C@@H](CCC1)C(=O)O)C1=CC=C(C=C1)Cl ((R)-N-(2-(3,3-Bis(4-Chlorophenyl)-2-propen-1-yloxy)ethyl)-3-piperidinecarboxylic acid hydrochloride). Yield: 98.0%. RXN SMILES: C([O:3][C:4]([C@@H:6]1[CH2:11][CH2:10][CH2:9][N:8]([CH2:12][CH2:13][O:14][CH2:15][CH:16]=[C:17]([C:25]2[CH:30]=[CH:29][C:28]([Cl:31])=[CH:27][CH:26]=2)[C:18]2[CH:23]=[CH:22][C:21]([Cl:24])=[CH:20][CH:19]=2)[CH2:7]1)=[O:5])C.[OH-].[Na+].Cl.ClCCl>C(O)C.CC(C)=O>[ClH:24].[Cl:31][C:28]1[CH:27]=[CH:26][C:25]([C:17]([C:18]2[CH:19]=[CH:20][C:21]([Cl:24])=[CH:22][CH:23]=2)=[CH:16][CH2:15][O:14][CH2:13][CH2:12][N:8]2[CH2:9][CH2:10][CH2:11][C@@H:6]([C:4]([OH:5])=[O:3])[CH2:7]2)=[CH:30][CH:29]=1 |f:1.2,7.8|. Procedure details: The ester prepared in Example 38 (0.6 g, 1.3 mmol) was dissolved in ethanol (10 ml) and a 12 N sodium hydroxide solution (0.5 ml) was added. The reaction mixture was stirred at room temperature for 5 h. A concentrated hydrochloric acid solution was added with cooling on an ice-bath until pH 1 and dichloromethane (300 ml) was added. The resulting emulsion was dried (Na2SO4) ant the solvent evaporated in vacuo to give a residue which was agitated with acetone. This afforded 0.3 g (50 %) of the tit...